Dataset: the Open Reaction Database (ORD), a public repository of structured organic reaction records. Task: describe an organic reaction: reactants, conditions, products, and yield Reactants: FC1=C2/C(/C(NC2=CC=C1[N+](=O)[O-])=O)=C/C=1NC=CC1OC ((Z)-1,3-Dihydro4-fluoro-3-[(3-methoxy-1H-pyrrol-2-yl)methylene]-5-nitro-2H-indol-2-one), mixture, Cl (HCl), FC1=C2/C(/C(NC2=CC=C1[N+](=O)[O-])=O)=C/C=1NC=CC1OC ((Z)-1,3-Dihydro4-fluoro-3-[(3-methoxy-1H-pyrrol-2-yl)methylene]-5-nitro-2H-indol-2-one), C(C)(C)N(CC)C(C)C (diisopropylethylamine), C[Si](C)(C)N=[N+]=[N-] (trimethylsilyl azide). The solvent is C(C)O (ethanol), C1CCOC1 (THF). Yields the product N(=[N+]=[N-])C1=C2/C(/C(NC2=CC=C1[N+](=O)[O-])=O)=C/C=1NC=CC1OC ((Z)4-azido-1,3-dihydro-3-[(3-methoxy-1H-pyrrol-2-yl)methylene]-5-nitro-2H-indol-2-one). Reaction SMILES: F[C:2]1[C:10]([N+:11]([O-:13])=[O:12])=[CH:9][CH:8]=[C:7]2[C:3]=1/[C:4](=[CH:15]/[C:16]1[NH:17][CH:18]=[CH:19][C:20]=1[O:21][CH3:22])/[C:5](=[O:14])[NH:6]2.C(N(C(C)C)CC)(C)C.C[Si]([N:36]=[N+:37]=[N-:38])(C)C.Cl>C1COCC1.C(O)C>[N:36]([C:2]1[C:10]([N+:11]([O-:13])=[O:12])=[CH:9][CH:8]=[C:7]2[C:3]=1/[C:4](=[CH:15]/[C:16]1[NH:17][CH:18]=[CH:19][C:20]=1[O:21][CH3:22])/[C:5](=[O:14])[NH:6]2)=[N+:37]=[N-:38]. Reported procedure: (Z)-1,3-Dihydro4-fluoro-3-[(3-methoxy-1H-pyrrol-2-yl)methylene]-5-nitro-2H-indol-2-one (6.60 g, 21.8 mmol) (Starting Material 3 above) was suspended in 330 mL of THF and 165 mL of ethanol. To this mixture was added diisopropylethylamine (56.9 ml, 326 mmol) (Aldrich) and trimethylsilyl azide (28.6 mL, 218 mmol) (Aldrich). The reaction mixture was heated at reflux overnight, and then poured into 2 L mixture of ice and 1 N HCl solution. The solid precipitate was filtered, washed with water and drie... Starting materials: C1OC=2C=C(C(=O)Cl)C=CC2O1 (3,4-methylenedioxybenzoyl chloride), C(CCCCCN)N (1,6-hexanediamine), [OH-].[K+] (potassium hydroxide). Run in C(CCl)Cl (ethylene dichloride). The product is C1OC=2C=C(C(=O)NCCCCCCNC(C3=CC4=C(C=C3)OCO4)=O)C=CC2O1 (N,N'-Hexamethylenebis(3,4-methylenedioxybenzamide)). As a reaction SMILES: [CH2:1]1[O:12][C:11]2[CH:10]=[CH:9][C:5]([C:6](Cl)=[O:7])=[CH:4][C:3]=2[O:2]1.[CH2:13]([NH2:20])[CH2:14][CH2:15][CH2:16][CH2:17][CH2:18][NH2:19].[OH-:21].[K+]>C(Cl)CCl>[CH2:1]1[O:12][C:11]2[CH:10]=[CH:9][C:5]([C:6]([NH:19][CH2:18][CH2:17][CH2:16][CH2:15][CH2:14][CH2:13][NH:20][C:6](=[O:7])[C:5]3[CH:9]=[CH:10][C:11]4[O:21][CH2:1][O:2][C:3]=4[CH:4]=3)=[O:7])=[CH:4][C:3]=2[O:2]1 |f:2.3|. Reported procedure: m.p. 183°-185° C., 19.4 g., was prepared as in Example 1 using 3,4-methylenedioxybenzoyl chloride (from 30 g. of 3,4-methylenedioxybenzoic acid as in Example 6) in 100 ml. of ethylene dichloride, 9.3 g. of 1,6-hexanediamine, 200 ml. of 10% aqueous potassium hydroxide solution, 500 ml. of ethylene dichloride and recrystallization from ethanol using decolorizing charcoal.